This data is from the Open Reaction Database (ORD), a public repository of structured organic reaction records. The task is: describe an organic reaction: reactants, conditions, products, and yield The reactants are C1(CC1)N(C(OC(C)(C)C)=O)CC1=C(C(=CC(=C1)CCO)Cl)Cl (1,1-Dimethylethyl cyclopropyl{[2,3-dichloro-5-(2-hydroxyethyl)phenyl]-methyl}carbamate), [H-].[Na+] (sodium hydride), IC (iodomethane). Solvent: C1CCOC1 (THF). Run at time 10 hour. The product is C1(CC1)N(C(OC(C)(C)C)=O)CC1=C(C(=CC(=C1)CCOC)Cl)Cl (1,1-Dimethylethyl cyclopropyl({2,3-dichloro-5-[2-(methyloxy)ethyl]phenyl}methyl)carbamate). Reaction SMILES: [CH:1]1([N:4]([CH2:12][C:13]2[CH:18]=[C:17]([CH2:19][CH2:20][OH:21])[CH:16]=[C:15]([Cl:22])[C:14]=2[Cl:23])[C:5](=[O:11])[O:6][C:7]([CH3:10])([CH3:9])[CH3:8])[CH2:3][CH2:2]1.[H-].[Na+].I[CH3:27]>C1COCC1>[CH:1]1([N:4]([CH2:12][C:13]2[CH:18]=[C:17]([CH2:19][CH2:20][O:21][CH3:27])[CH:16]=[C:15]([Cl:22])[C:14]=2[Cl:23])[C:5](=[O:11])[O:6][C:7]([CH3:9])([CH3:10])[CH3:8])[CH2:3][CH2:2]1 |f:1.2|. Procedure: 1,1-Dimethylethyl cyclopropyl{[2,3-dichloro-5-(2-hydroxyethyl)phenyl]-methyl}carbamate (1 eq.) was taken up in THF (0.3 M). To this solution was then added sodium hydride (60% w/w dispersion in oil, 1 eq.) and the resulting suspension was stirred at RT for 5 min. Finally, iodomethane (10 eq.) was added and the now pale yellow solution was stirred in darkness at RT for another 10 h. The volatiles were then removed in vacuo and the resulting residue partitioned between ether and 1 N aq. HCl. The a...